This data is from the Open Reaction Database (ORD), a public repository of structured organic reaction records. The task is: describe an organic reaction: reactants, conditions, products, and yield Reported procedure: A mixture of 1,3,5-trimethyl-1H-pyrazole-4-carboxylic acid (71 mg, 0.46 mmol) in dichloromethane (2.5 mL) at 0° C. was treated with triphenylphosphine (145 mg, 0.55 mmol) and N-chlorosuccinimide (74 mg, 0.55 mmol). This mixture was stirred at 0° C. for 30 min and then was warmed to 25° C. for 10 min. At this time, the reaction was treated with a solution of 3-cyclopropylmethyl-1-(2-fluoro-benzyl)-8-(4-methylamino-benzyl)-3,7-dihydro-purine-2,6-dione (400 mg, 0.92 mmol) in dichloromethane (2.5 mL... Product: C1(CC1)CN1C(N(C(C=2NC(=NC12)CC1=CC=C(C=C1)N(C(=O)C=1C(=NN(C1C)C)C)C)=O)CC1=C(C=CC=C1)F)=O (1,3,5-trimethyl-1H-pyrazole-4-carboxylic acid {4-[3-cyclopropylmethyl-1-(2-fluoro-benzyl)-2,6-dioxo-2,3,6,7-tetrahydro-1H-purin-8-ylmethyl]-phenyl}-methyl-amide). The reactants are C1(CC1)CN1C(N(C(C=2NC(=NC12)CC1=CC=C(C=C1)NC)=O)CC1=C(C=CC=C1)F)=O (3-cyclopropylmethyl-1-(2-fluoro-benzyl)-8-(4-methylamino-benzyl)-3,7-dihydro-purine-2,6-dione), C1(=CC=CC=C1)P(C1=CC=CC=C1)C1=CC=CC=C1 (triphenylphosphine), ClN1C(CCC1=O)=O (N-chlorosuccinimide), CN1N=C(C(=C1C)C(=O)O)C (1,3,5-trimethyl-1H-pyrazole-4-carboxylic acid). Run in ClCCl (dichloromethane), ClCCl (dichloromethane), ClCCl (dichloromethane). As a reaction SMILES: [CH3:1][N:2]1[C:6]([CH3:7])=[C:5]([C:8]([OH:10])=O)[C:4]([CH3:11])=[N:3]1.C1(P(C2C=CC=CC=2)C2C=CC=CC=2)C=CC=CC=1.ClN1C(=O)CCC1=O.[CH:39]1([CH2:42][N:43]2[C:51]3[N:50]=[C:49]([CH2:52][C:53]4[CH:58]=[CH:57][C:56]([NH:59][CH3:60])=[CH:55][CH:54]=4)[NH:48][C:47]=3[C:46](=[O:61])[N:45]([CH2:62][C:63]3[CH:68]=[CH:67][CH:66]=[CH:65][C:64]=3[F:69])[C:44]2=[O:70])[CH2:41][CH2:40]1>ClCCl>[CH:39]1([CH2:42][N:43]2[C:51]3[N:50]=[C:49]([CH2:52][C:53]4[CH:54]=[CH:55][C:56]([N:59]([CH3:60])[C:8]([C:5]5[C:4]([CH3:11])=[N:3][N:2]([CH3:1])[C:6]=5[CH3:7])=[O:10])=[CH:57][CH:58]=4)[NH:48][C:47]=3[C:46](=[O:61])[N:45]([CH2:62][C:63]3[CH:68]=[CH:67][CH:66]=[CH:65][C:64]=3[F:69])[C:44]2=[O:70])[CH2:41][CH2:40]1. Yield: 64.5%. Run at temperature 0 celsius, time 30 minute. The reactants are ClC=1N(C=C(N1)[N+](=O)[O-])CC1(OC1)C (2-chloro-1-(2-methyloxiran-2-ylmethyl)-4-nitroimidazole), FC(C1=CC=C(C(=O)C2CCNCC2)C=C1)(F)F (4-(4-trifluoromethylbenzoyl)piperidine), C(C)(=O)[O-].[Na+] (sodium acetate), CN(C)C=O (DMF). Solvent: O (water). Conditions: temperature 80 celsius, time 8 hour. Product: CC1(CN2C(O1)=NC(=C2)[N+](=O)[O-])CN2CCC(CC2)C(C2=CC=C(C=C2)C(F)(F)F)=O (2-methyl-6-nitro-2-[4-(4-trifluoromethylbenzoyl)piperidin-1-yl]methyl-2,3-dihydroimidazo[2,1-b]oxazole). Isolated yield 28.4%. RXN SMILES: Cl[C:2]1[N:3]([CH2:10][C:11]2([CH3:14])[CH2:13][O:12]2)[CH:4]=[C:5]([N+:7]([O-:9])=[O:8])[N:6]=1.[F:15][C:16]([F:32])([F:31])[C:17]1[CH:30]=[CH:29][C:20]([C:21]([CH:23]2[CH2:28][CH2:27][NH:26][CH2:25][CH2:24]2)=[O:22])=[CH:19][CH:18]=1.C([O-])(=O)C.[Na+].CN(C=O)C>O>[CH3:14][C:11]1([CH2:13][N:26]2[CH2:25][CH2:24][CH:23]([C:21](=[O:22])[C:20]3[CH:29]=[CH:30][C:17]([C:16]([F:31])([F:32])[F:15])=[CH:18][CH:19]=3)[CH2:28][CH2:27]2)[O:12][C:2]2=[N:6][C:5]([N+:7]([O-:9])=[O:8])=[CH:4][N:3]2[CH2:10]1 |f:2.3|. Procedure: A mixture of 2-chloro-1-(2-methyloxiran-2-ylmethyl)-4-nitroimidazole prepared in Example 6 (80 mg, 0.37 mmol), 4-(4-trifluoromethylbenzoyl)piperidine (95 mg, 0.37 mmol), sodium acetate (150 mg, 1.83 mmol) and DMF (2 ml) was stirred at 80° C. overnight. The reaction mixture was poured into water, and extracted with ethyl acetate twice. The organic phases were combined, washed with water three times, washed with a saturated saline solution, dried over sodium sulfate and then concentrated under red... Reactants: CO (CH3OH), IC=1N=C(C=2N=C(N([C@H]3[C@H](O)[C@H](O)[C@@H](CO)O3)C2N1)NCC)N (2-iodo-8-ethylaminoadenosine), CO (MeOH), CC#N (CH3CN), C=CCCCC (1-hexene), CO (MeOH). Run in O (H2O), O (H2O), C(Cl)Cl (CH2Cl2), C(Cl)Cl (CH2Cl2). Product: C(=C\CCCC)/C=1N=C(C=2N=C(N([C@H]3[C@H](O)[C@H](O)[C@@H](CO)O3)C2N1)NCC)N (2-((E)-1-hexenyl)-8-ethylaminoadenosine). Reaction SMILES: I[C:2]1[N:3]=[C:4]([NH2:23])[C:5]2[N:6]=[C:7]([NH:20][CH2:21][CH3:22])[N:8]([C:18]=2[N:19]=1)[C@@H:9]1[O:17][C@H:14]([CH2:15][OH:16])[C@@H:12]([OH:13])[C@H:10]1[OH:11].[CH2:24]=[CH:25][CH2:26][CH2:27][CH2:28][CH3:29].CO.CC#N>C(Cl)Cl.O>[CH:24](/[C:2]1[N:3]=[C:4]([NH2:23])[C:5]2[N:6]=[C:7]([NH:20][CH2:21][CH3:22])[N:8]([C:18]=2[N:19]=1)[C@@H:9]1[O:17][C@H:14]([CH2:15][OH:16])[C@@H:12]([OH:13])[C@H:10]1[OH:11])=[CH:25]\[CH2:26][CH2:27][CH2:28][CH3:29]. Reported procedure: The reaction was performed with 2-iodo-8-ethylaminoadenosine (8, 740 mg, 1.70 mmol) and (E)-1-borocatechol)-1-hexene (5.09 mmol). The mixture was purfied by column chromatography (10–20% MeOH in CH2Cl2).Yield 23 mg (0.06 mmol, 5%), mp 128–130÷C; Rƒ 0.61 (20% MeOH in CH2Cl2); 1H NMR (MeOD-d4) δ 6.92–6.82 (m, 1H, ═CHCH2), 6.29 (d, 1H, J=14.04 Hz, ═CH), 6.02 (d, 1H, J =7.64 Hz<H-1′), 4.80–4.76 (m, 1H, H-2′), 4.29–4.27 (m, 1H, H-3′), 4.13–4.11 (m, 1H, H4′), 3.81 (q, 2H, J=10.89 Hz, H-5′), 3.42 (q, 2... Starting materials: Cl (hydrochloric acid), C1=CC2=C(C=C1O)OC(=O)S2 (tioxolone), [OH-].[Na+] (sodium hydroxide), C(C)(C)I (isopropyl iodide). Run at time 2 hour. Yields the product C(C)(C)SC1=C(C=C(O)C=C1)O (4-(isopropylthio)resorcin). As a reaction SMILES: [CH:1]1[C:6]([OH:7])=[CH:5][C:4]2[O:8]C([S:11][C:3]=2[CH:2]=1)=O.[OH-].[Na+].[CH:14](I)([CH3:16])[CH3:15].Cl>>[CH:14]([S:11][C:3]1[CH:2]=[CH:1][C:6]([OH:7])=[CH:5][C:4]=1[OH:8])([CH3:16])[CH3:15] |f:1.2|. Procedure: 8.4 g of tioxolone (1 eq) are added to an aqueous sodium hydroxide solution (3.5 eq) (6.7 g of sodium hydroxide in 84 ml of water) at room temperature. After complete dissolution (30 minutes), 5.5 ml of isopropyl iodide are added. After stirring for two hours at room temperature, the mixture is acidified with hydrochloric acid and then extracted with ethyl ether. The organic phases are washed, dried and evaporated. The residue is recrystallized from an alcohol/water mixture to obtain pale-yellow... Starting materials: FC1=C(C#N)C=CC=C1 (2-fluorobenzonitrile), NCCN1CCOCC1 (4-(2-aminoethyl)morpholine). Product: O1CCN(CC1)CCNC1=C(C#N)C=CC=C1 (2-(2-Morpholinoethylamino)benzonitrile). Reaction SMILES: F[C:2]1[CH:9]=[CH:8][CH:7]=[CH:6][C:3]=1[C:4]#[N:5].[NH2:10][CH2:11][CH2:12][N:13]1[CH2:18][CH2:17][O:16][CH2:15][CH2:14]1>>[O:16]1[CH2:17][CH2:18][N:13]([CH2:12][CH2:11][NH:10][C:2]2[CH:9]=[CH:8][CH:7]=[CH:6][C:3]=2[C:4]#[N:5])[CH2:14][CH2:15]1. Procedure details: According to a similar manner to that in Reference Example 3, the title compound was synthesized from 2-fluorobenzonitrile and 4-(2-aminoethyl)morpholine. RXN SMILES: [Br:1][c:2]1[cH:3][c:4]([F:27])[c:5](-[n:14]2[c:15](=[O:26])[n:16]([CH3:25])[c:17]([C:21]([F:22])([F:23])[F:24])[cH:18][c:19]2=[O:20])[cH:6][c:7]1[NH:8][S:9](=[O:10])(=[O:11])[CH2:12][CH3:13].[Cl-:31].[Cl-:33].[Na:28][C:29]#[N:30].[Zn+2:32].[cH:34]1[cH:35][cH:36][c:37]([P:38]([Pd:39]([P:40]([c:41]2[cH:42][cH:43][cH:44][cH:45][cH:46]2)([c:47]2[cH:48][cH:49][cH:50][cH:51][cH:52]2)[c:53]2[cH:54][cH:55][cH:56][cH:57][cH:58]2)([P:59]([c:60]2[cH:61][cH:62][cH:63][cH:64][cH:65]2)([c:66]2[cH:67][cH:68][cH:69][cH:70][cH:71]2)[c:72]2[cH:73][cH:74][cH:75][cH:76][cH:77]2)[P:78]([c:79]2[cH:80][cH:81][cH:82][cH:83][cH:84]2)([c:85]2[cH:86][cH:87][cH:88][cH:89][cH:90]2)[c:91]2[cH:92][cH:93][cH:94][cH:95][cH:96]2)([c:97]2[cH:98][cH:99][cH:100][cH:101][cH:102]2)[c:103]2[cH:104][cH:105][cH:106][cH:107][cH:108]2)[cH:109][cH:110]1>>[c:2]1([C:29]#[N:30])[cH:3][c:4]([F:27])[c:5](-[n:14]2[c:15](=[O:26])[n:16]([CH3:25])[c:17]([C:21]([F:22])([F:23])[F:24])[cH:18][c:19]2=[O:20])[cH:6][c:7]1[NH:8][S:9](=[O:10])(=[O:11])[CH2:12][CH3:13]. Reactants: CCS(=O)(=O)Nc1cc(-n2c(=O)cc(C(F)(F)F)n(C)c2=O)c(F)cc1Br, [Cl-], [Cl-], N#C[Na], [Zn+2], c1ccc(P(c2ccccc2)(c2ccccc2)[Pd](P(c2ccccc2)(c2ccccc2)c2ccccc2)(P(c2ccccc2)(c2ccccc2)c2ccccc2)P(c2ccccc2)(c2ccccc2)c2ccccc2)cc1. The product is CCS(=O)(=O)Nc1cc(-n2c(=O)cc(C(F)(F)F)n(C)c2=O)c(F)cc1C#N.